From a dataset of the Open Reaction Database (ORD), a public repository of structured organic reaction records. describe an organic reaction: reactants, conditions, products, and yield The reactants are C(CC)N(CCC)CC1=CN=C(O1)C=1N=CN2C1CN(C(C1=C2C=CS1)=O)C (3-(5-dipropylaminomethyl-oxazol-2-yl)-5-methyl-5,6-dihydro-4H-imidazo[1,5-a]thieno[2,3-f][1,4]-diazepin-6-one), Cl (hydrochloric acid). Solvent: C(C)(=O)OCC (ethyl acetate). Reaction conditions: time 0.5 hour. The product is Cl.C(CC)N(CCC)CC1=CN=C(O1)C=1N=CN2C1CN(C(C1=C2C=CS1)=O)C (3-(5-dipropylaminomethyl-oxazol-2-yl)-5-methyl-5,6-dihydro-4H-imidazo[1,5-a]thieno[2,3-f][1,4]diazepin-6-one hydrochloride). The yield is 85.1%. RXN SMILES: [CH2:1]([N:4]([CH2:8][C:9]1[O:13][C:12]([C:14]2[N:15]=[CH:16][N:17]3[C:23]4[CH:24]=[CH:25][S:26][C:22]=4[C:21](=[O:27])[N:20]([CH3:28])[CH2:19][C:18]=23)=[N:11][CH:10]=1)[CH2:5][CH2:6][CH3:7])[CH2:2][CH3:3].[ClH:29]>C(OCC)(=O)C>[ClH:29].[CH2:1]([N:4]([CH2:8][C:9]1[O:13][C:12]([C:14]2[N:15]=[CH:16][N:17]3[C:23]4[CH:24]=[CH:25][S:26][C:22]=4[C:21](=[O:27])[N:20]([CH3:28])[CH2:19][C:18]=23)=[N:11][CH:10]=1)[CH2:5][CH2:6][CH3:7])[CH2:2][CH3:3] |f:3.4|. Reported procedure: 1.13 g (0.00283 mol) of 3-(5-dipropylaminomethyl-oxazol-2-yl)-5-methyl-5,6-dihydro-4H-imidazo[1,5-a]thieno[2,3-f][1,4]-diazepin-6-one in 50 ml of ethyl acetate were treated with 0.84 ml (0.00311 mol) of 3.7N ethanolic hydrochloric acid. After stirring at 0° for 1/2 hr. the suspension was suction filtered. The yellowish crystals were dissolved in hot acetonitrile and recrystallized by the addition of ether. There were obtained 1.05 g (85%) of 3-(5-dipropylaminomethyl-oxazol-2-yl)-5-methyl-5,6-dih...